This data is from the Open Reaction Database (ORD), a public repository of structured organic reaction records. The task is: describe an organic reaction: reactants, conditions, products, and yield The reactants are S(Cl)Cl (sulfenyl chloride), C(=C)S(=O)(=O)C1=CC=C(C=C1)C (p-tolyl vinyl sulfone), [N+](=O)([O-])C=1C=C(C=CC1)SCl (m-nitrobenzenesulfenyl chloride), ClCl (chlorine), [N+](=O)([O-])C=1C=C(C=CC1)SSC1=CC(=CC=C1)[N+](=O)[O-] (bis(m-nitrophenyl)disulfide). Solvent: C(Cl)(Cl)(Cl)Cl (carbon tetrachloride), C(Cl)(Cl)(Cl)Cl (carbon tetrachloride). Product: [N+](=O)([O-])C=1C=C(C=CC1)SC(CCl)S(=O)(=O)C1=CC=C(C=C1)C (2-CHLORO-1-(p-TOLYLSULFONYL)ETHYL m-NITROPHENYL SULFIDE). RXN SMILES: [N+:1]([C:4]1[CH:5]=[C:6]([S:10]Cl)[CH:7]=[CH:8][CH:9]=1)([O-:3])=[O:2].[Cl:12]Cl.[N+](C1C=C(SSC2C=CC=C([N+]([O-])=O)C=2)C=CC=1)([O-])=O.S(Cl)Cl.[CH:37]([S:39]([C:42]1[CH:47]=[CH:46][C:45]([CH3:48])=[CH:44][CH:43]=1)(=[O:41])=[O:40])=[CH2:38]>C(Cl)(Cl)(Cl)Cl>[N+:1]([C:4]1[CH:5]=[C:6]([S:10][CH:37]([S:39]([C:42]2[CH:47]=[CH:46][C:45]([CH3:48])=[CH:44][CH:43]=2)(=[O:41])=[O:40])[CH2:38][Cl:12])[CH:7]=[CH:8][CH:9]=1)([O-:3])=[O:2]. Procedure details: A solution of 0.642 mole of m-nitrobenzenesulfenyl chloride in enough carbon tetrachloride to make 1060 ml was prepared by passing chlorine for 6.5 hours into a solution of 99 g (0.321 mole) of bis(m-nitrophenyl)disulfide in 1 liter of carbon tetrachloride at 45° C. One-quarter of this solution (265 ml, equivalent to 0.161 mole of the sulfenyl chloride) was treated with 29.2 g (0.160 mole) of p-tolyl vinyl sulfone. Upon standing for several weeks crystals separated. Filtration gave 18 g (30%) of...